From a dataset of the Open Reaction Database (ORD), a public repository of structured organic reaction records. describe an organic reaction: reactants, conditions, products, and yield Starting materials: C(C)OC(N(CC1=CC=CC=C1)C1=C(C(=NC(=C1)Br)N)[N+](=O)[O-])=O ((2-Amino-6-bromo-3-nitro-pyridin-4-yl)-benzyl-carbamic acid ethyl ester). The reagents and catalysts are [Fe] (Fe). The solvent is CC(=O)O (AcOH), CCOC(=O)C (EtOAc), O (water). Conditions: time 24 hour. Product: NC1=NC(=CC2=C1NC(N2CC2=CC=CC=C2)=O)Br (4-Amino-1-benzyl-6-bromo-1,3-dihydro-imidazo[4,5-c]pyridin-2-one). The yield is 36.2%. Reaction SMILES: C([O:3][C:4](=O)[N:5]([C:13]1[CH:18]=[C:17]([Br:19])[N:16]=[C:15]([NH2:20])[C:14]=1[N+:21]([O-])=O)[CH2:6][C:7]1[CH:12]=[CH:11][CH:10]=[CH:9][CH:8]=1)C>CC(O)=O.CCOC(C)=O.O.[Fe]>[NH2:20][C:15]1[C:14]2[NH:21][C:4](=[O:3])[N:5]([CH2:6][C:7]3[CH:12]=[CH:11][CH:10]=[CH:9][CH:8]=3)[C:13]=2[CH:18]=[C:17]([Br:19])[N:16]=1. Reported procedure: (2-Amino-6-bromo-3-nitro-pyridin-4-yl)-benzyl-carbamic acid ethyl ester (50 mg, 0.13 mmol) was dissolved in AcOH (3 ml). Fe powder (43 mg, 0.76 mmol) was added and the mixture was vigorously stirred at room temperature for 24 h. The reaction mixture diluted with EtOAc (20 ml) and water (10 ml). The mixture was filtered through celite, washing through with EtOAc (20 ml). The layers were separated and the organic layer was washed with water (10 ml), sat. NaHCO3 (aq) (2×10 ml) and brine (10 ml), dr... The reactants are [F-].C(CCC)[N+](CCCC)(CCCC)CCCC (Tetrabutylammonium fluoride), BrC1=C2C=CC(=NC2=C(C=C1)O[Si](C)(C)C(C)(C)C)C (5-bromo-8-t-butyldimethylsilyloxyquinaldine). Solvent: O1CCCC1 (tetrahydrofuran), ClCCl (dichloromethane). Conditions: time 10 minute. Product: BrC1=C2C=CC(=NC2=C(C=C1)O)C (5-Bromo-8-hydroxyquinaldine), solid. RXN SMILES: [F-].C([N+](CCCC)(CCCC)CCCC)CCC.[Br:19][C:20]1[CH:29]=[CH:28][C:27]([O:30][Si](C(C)(C)C)(C)C)=[C:26]2[C:21]=1[CH:22]=[CH:23][C:24]([CH3:38])=[N:25]2>O1CCCC1.ClCCl>[Br:19][C:20]1[CH:29]=[CH:28][C:27]([OH:30])=[C:26]2[C:21]=1[CH:22]=[CH:23][C:24]([CH3:38])=[N:25]2 |f:0.1|. Reported procedure: Tetrabutylammonium fluoride (54 ml, 1M in tetrahydrofuran) was added dropwise to a stirred solution of 5-bromo-8-t-butyldimethylsilyloxyquinaldine (16.3 g) in tetrahydrofuran (500 ml). After stirring for 10 minutes the reaction was diluted with dichloromethane (500 ml) and extracted with water (3×200 ml). The organic phase was dried over magnesium sulphate and concentrated in vacuo. Purification by recrystallisation from aqueous methanol afforded the title compound as an off white solid (7.7 g). The reactants are C1CCC2=NCCCN2CC1, O=C(Nc1cccc2cnccc12)C(Cl)(Cl)Cl, NCc1ccc(Cl)c(C(F)(F)F)c1. The product is O=C(NCc1ccc(Cl)c(C(F)(F)F)c1)Nc1cccc2cnccc12. RXN SMILES: [CH2:31]1[CH2:32][CH2:33][C:34]2=[N:39][CH2:38][CH2:37][CH2:36][N:35]2[CH2:40][CH2:41]1.[Cl:14][C:15]([C:16](=[O:17])[NH:18][c:19]1[c:20]2[cH:21][cH:22][n:23][cH:24][c:25]2[cH:26][cH:27][cH:28]1)([Cl:29])[Cl:30].[Cl:1][c:2]1[c:3]([C:10]([F:11])([F:12])[F:13])[cH:4][c:5]([CH2:6][NH2:7])[cH:8][cH:9]1>>[Cl:1][c:2]1[c:3]([C:10]([F:11])([F:12])[F:13])[cH:4][c:5]([CH2:6][NH:7][C:16](=[O:17])[NH:18][c:19]2[c:20]3[cH:21][cH:22][n:23][cH:24][c:25]3[cH:26][cH:27][cH:28]2)[cH:8][cH:9]1.